Task: describe an organic reaction: reactants, conditions, products, and yield. Dataset: the Open Reaction Database (ORD), a public repository of structured organic reaction records Starting materials: O(C1=CC=CC=C1)C1=C(CCl)C=CC=C1 (o-phenoxybenzyl chloride), C1(=CC=CC=C1)/C=C/CN1CCN(CC1)CCO ((E)-4-(3-phenyl-2-propenyl)-1-piperazineethanol), C(C)(C)(C)OC(C)(C)C.[K] (potassium tert-butyloxide), 3A. The solvent is C(OC)COC (dimethoxyethane), C(OC)COC (dimethoxyethane). Run at temperature 40 celsius, time 3 day. Product: Cl.Cl.O(C1=CC=CC=C1)C1=C(C=CC=C1)COCCN1CCN(CC1)C\C=C\C1=CC=CC=C1 ((E)-1-[[(2-phenoxyphenyl)methoxy]ethyl]-4-(3-phenyl-2-propenyl)piperazine dihydrochloride). Reaction SMILES: [O:1]([C:8]1[CH:15]=[CH:14][CH:13]=[CH:12][C:9]=1[CH2:10][Cl:11])[C:2]1[CH:7]=[CH:6][CH:5]=[CH:4][CH:3]=1.[C:16]1(/[CH:22]=[CH:23]/[CH2:24][N:25]2[CH2:30][CH2:29][N:28]([CH2:31][CH2:32][OH:33])[CH2:27][CH2:26]2)[CH:21]=[CH:20][CH:19]=[CH:18][CH:17]=1.C(OC(C)(C)C)(C)(C)C.[K]>C(COC)OC>[ClH:11].[ClH:11].[O:1]([C:8]1[CH:15]=[CH:14][CH:13]=[CH:12][C:9]=1[CH2:10][O:33][CH2:32][CH2:31][N:28]1[CH2:29][CH2:30][N:25]([CH2:24]/[CH:23]=[CH:22]/[C:16]2[CH:21]=[CH:20][CH:19]=[CH:18][CH:17]=2)[CH2:26][CH2:27]1)[C:2]1[CH:7]=[CH:6][CH:5]=[CH:4][CH:3]=1 |f:2.3,5.6.7,^1:42|. Reported procedure: 7.82 g (3.58 mmol) of o-phenoxybenzyl chloride dissolved in 8 ml of dimethoxyethane were added dropwise at room temperature to a solution of 8.82 g (35.8 mmol) of (E)-4-(3-phenyl-2-propenyl)-1-piperazineethanol and 4.42 g (39.4 mmol) of potassium tert-butyloxide and 4 g of 3A molecular sieve in 125 ml of dry dimethoxyethane. After stirring for 3 days at 40° C., the mixture was cooled to room temperature. The salts in the solution were filtered off and the solution was evaporated. The residue obt... Reactants: N (NH3), FC1=CC=C(COC2=CC(NC=C2)=O)C=C1 (4-((4-fluorobenzyl)oxy)pyridin-2(1H)-one), BrC=1C=CC2=C(N(C(=N2)C2CC2)C)C1 (6-bromo-2-cyclopropyl-1-methyl-1H-benzimidazole), C([O-])([O-])=O.[K+].[K+] (potassium carbonate), CNCCNC (N,N′-dimethylethylenediamine). Reagents/catalysts: [Cu](I)I (copper iodide). Run in CS(=O)C (DMSO). Conditions: temperature 150 celsius, time 2 hour. Yields the product C1(CC1)C1=NC2=C(N1C)C=C(C=C2)N2C(C=C(C=C2)OCC2=CC=C(C=C2)F)=O (1-(2-Cyclopropyl-1-methyl-1H-benzimidazol-6-yl)-4-((4-fluorobenzyl)oxy)pyridin-2(1H)-one). Isolated yield 36.9%. As a reaction SMILES: [F:1][C:2]1[CH:16]=[CH:15][C:5]([CH2:6][O:7][C:8]2[CH:13]=[CH:12][NH:11][C:10](=[O:14])[CH:9]=2)=[CH:4][CH:3]=1.Br[C:18]1[CH:19]=[CH:20][C:21]2[N:25]=[C:24]([CH:26]3[CH2:28][CH2:27]3)[N:23]([CH3:29])[C:22]=2[CH:30]=1.C(=O)([O-])[O-].[K+].[K+].CNCCNC.N>[Cu](I)I.CS(C)=O>[CH:26]1([C:24]2[N:23]([CH3:29])[C:22]3[CH:30]=[C:18]([N:11]4[CH:12]=[CH:13][C:8]([O:7][CH2:6][C:5]5[CH:15]=[CH:16][C:2]([F:1])=[CH:3][CH:4]=5)=[CH:9][C:10]4=[O:14])[CH:19]=[CH:20][C:21]=3[N:25]=2)[CH2:27][CH2:28]1 |f:2.3.4|. Reported procedure: A mixture of 4-((4-fluorobenzyl)oxy)pyridin-2(1H)-one (2.44 g), 6-bromo-2-cyclopropyl-1-methyl-1H-benzimidazole (2.8 g), potassium carbonate (4.62 g), N,N′-dimethylethylenediamine (1.20 ml), copper iodide (2.12 g) and DMSO (56 ml) was stirred at 150° C. under Ar atmosphere for 2 h. After cooling to 0° C., 28% NH3 solution (56.0 ml) was added. The mixture was stirred at 0° C. for 1 h and then at room temperature for 1 h. The precipitate was collected by filtration and washed with water and IPE. T... Starting materials: Cc1nc(-n2ccc(OCc3ccccc3)cc2=O)sc1C(=O)O, NCc1nc2ccccc2s1. Yields the product Cc1nc(-n2ccc(OCc3ccccc3)cc2=O)sc1C(=O)NCc1nc2ccccc2s1. As a reaction SMILES: [CH2:12]([c:13]1[cH:14][cH:15][cH:16][cH:17][cH:18]1)[O:19][c:20]1[cH:21][c:22](=[O:35])[n:23](-[c:26]2[s:27][c:28]([C:32](=[O:33])[OH:34])[c:29]([CH3:31])[n:30]2)[cH:24][cH:25]1.[s:1]1[c:2]([CH2:10][NH2:11])[n:3][c:4]2[c:5]1[cH:6][cH:7][cH:8][cH:9]2>>[s:1]1[c:2]([CH2:10][NH:11][C:32]([c:28]2[s:27][c:26](-[n:23]3[c:22](=[O:35])[cH:21][c:20]([O:19][CH2:12][c:13]4[cH:14][cH:15][cH:16][cH:17][cH:18]4)[cH:25][cH:24]3)[n:30][c:29]2[CH3:31])=[O:33])[n:3][c:4]2[c:5]1[cH:6][cH:7][cH:8][cH:9]2. Starting materials: CCN(C(C)C)C(C)C, O=C(Cl)Oc1ccccc1, ClCCl, Nc1cc(C(F)(F)F)cc(C(F)(F)F)c1. The product is O=C(Nc1cc(C(F)(F)F)cc(C(F)(F)F)c1)Oc1ccccc1. Reaction SMILES: [CH:16]([N:17]([CH2:18][CH3:19])[CH:20]([CH3:21])[CH3:22])([CH3:23])[CH3:24].[Cl:25][C:26](=[O:27])[O:28][c:29]1[cH:30][cH:31][cH:32][cH:33][cH:34]1.[Cl:35][CH2:36][Cl:37].[F:1][C:2]([c:3]1[cH:4][c:5]([NH2:6])[cH:7][c:8]([C:10]([F:11])([F:12])[F:13])[cH:9]1)([F:14])[F:15]>>[F:1][C:2]([c:3]1[cH:4][c:5]([NH:6][C:26](=[O:27])[O:28][c:29]2[cH:30][cH:31][cH:32][cH:33][cH:34]2)[cH:7][c:8]([C:10]([F:11])([F:12])[F:13])[cH:9]1)([F:14])[F:15]. Starting materials: C(C1=CC=CC=C1)(=O)NC=1C(N(C=CC1)[C@H](C(=O)O)CC1=CC=CC=C1)=O ((S)-2-(3-benzoylamino-2-oxo-2H-pyridin-1-yl)-3-phenyl-propionic acid), C(C)(C)(C)OC(CC(C(CF)O)N)=O (3(R,S)-Amino-5-fluoro-4(R,S)-hydroxy-pentanoic acid tert-butyl ester), C=1C=CC2=C(C1)N=NN2O (HOBt), C(CCl)Cl (EDC). The reagents and catalysts are CN(C)C=1C=CN=CC1 (DMAP). The solvent is C1CCOC1 (THF). Reaction conditions: temperature 0 celsius. The product is C(C)(C)(C)OC(CC(C(CF)O)NC([C@H](CC1=CC=CC=C1)N1C(C(=CC=C1)NC(C1=CC=CC=C1)=O)=O)=O)=O (3(R,S)-[2(S)-(3-Benzoylamino-2-oxo-2H-pyridin-1-yl)-3-phenyl-propionylamino]-5-fluoro-4(R,S)-hydroxy-pentanoic acid tert-butyl ester). The yield is 36.7%. As a reaction SMILES: [C:1]([NH:9][C:10]1[C:11](=[O:27])[N:12]([C@@H:16]([CH2:20][C:21]2[CH:26]=[CH:25][CH:24]=[CH:23][CH:22]=2)[C:17](O)=[O:18])[CH:13]=[CH:14][CH:15]=1)(=[O:8])[C:2]1[CH:7]=[CH:6][CH:5]=[CH:4][CH:3]=1.[C:28]([O:32][C:33](=[O:41])[CH2:34][CH:35]([NH2:40])[CH:36]([OH:39])[CH2:37][F:38])([CH3:31])([CH3:30])[CH3:29].C1C=CC2N(O)N=NC=2C=1.C(Cl)CCl>CN(C1C=CN=CC=1)C.C1COCC1>[C:28]([O:32][C:33](=[O:41])[CH2:34][CH:35]([NH:40][C:17](=[O:18])[C@@H:16]([N:12]1[CH:13]=[CH:14][CH:15]=[C:10]([NH:9][C:1](=[O:8])[C:2]2[CH:3]=[CH:4][CH:5]=[CH:6][CH:7]=2)[C:11]1=[O:27])[CH2:20][C:21]1[CH:26]=[CH:25][CH:24]=[CH:23][CH:22]=1)[CH:36]([OH:39])[CH2:37][F:38])([CH3:31])([CH3:29])[CH3:30]. Procedure details: A stirred mixture of (S)-2-(3-benzoylamino-2-oxo-2H-pyridin-1-yl)-3-phenyl-propionic acid (2.20 g, 6.07 mmol), 3(R,S)-Amino-5-fluoro-4(R,S)-hydroxy-pentanoic acid tert-butyl ester (1.39 g, 6.68 mmol), HOBt (902 mg, 6.68 mmol), DMAP (853 mg, 6.98 mmol) and THF (20 mL) was cooled to 0° C. then EDC (1.28 mg, 6.68 mmol) was added. The mixture was allowed to warm to room temperature during 16 h then concentrated under reduced pressure. The residue was purified by flash chromatography (30-70 to 55-45%...